Task: describe an organic reaction: reactants, conditions, products, and yield. Dataset: the Open Reaction Database (ORD), a public repository of structured organic reaction records The reactants are Clc1nccc(-c2cccnc2)n1, Cc1ccc([N+](=O)[O-])cc1N. Yields the product Cc1ccc([N+](=O)[O-])cc1Nc1nccc(-c2cccnc2)n1. Reaction SMILES: [Cl:1][c:2]1[n:3][cH:4][cH:5][c:6](-[c:8]2[cH:9][n:10][cH:11][cH:12][cH:13]2)[n:7]1.[NH2:14][c:15]1[c:16]([CH3:24])[cH:17][cH:18][c:19]([N+:21](=[O:22])[O-:23])[cH:20]1>>[c:2]1([NH:14][c:15]2[c:16]([CH3:24])[cH:17][cH:18][c:19]([N+:21](=[O:22])[O-:23])[cH:20]2)[n:3][cH:4][cH:5][c:6](-[c:8]2[cH:9][n:10][cH:11][cH:12][cH:13]2)[n:7]1.